From a dataset of the Open Reaction Database (ORD), a public repository of structured organic reaction records. describe an organic reaction: reactants, conditions, products, and yield Starting materials: C(CCCCCCCCCCCCCCC)(=O)OC(CC(=O)N[C@@H](CCCCNC(=O)OCC1=CC=CC=C1)C(=O)O)CCCCCCCCCCCCCCC (Nα -(3-hexadecanoyloxyoctadecanoyl)-Nε -benzyloxycarbonyl-L-lysine), ( 1 ), N[C@@H]([C@H](O)C)C(=O)O (L-threonine). Product: C(CCCCCCCCCCCCCCC)(=O)OC(CC(=O)N[C@@H](CCCCNC(=O)OCC1=CC=CC=C1)C(=O)N[C@@H]([C@H](O)C)C(=O)O)CCCCCCCCCCCCCCC (N-[Nα -(3-hexadecanoyloxyoctadecanoyl)-Nε -benzyloxycarbonyl-L-lysyl]-L-threonine). The yield is 79.5%. Reaction SMILES: [C:1]([O:18][CH:19]([CH2:43][CH2:44][CH2:45][CH2:46][CH2:47][CH2:48][CH2:49][CH2:50][CH2:51][CH2:52][CH2:53][CH2:54][CH2:55][CH2:56][CH3:57])[CH2:20][C:21]([NH:23][C@H:24]([C:40](O)=[O:41])[CH2:25][CH2:26][CH2:27][CH2:28][NH:29][C:30]([O:32][CH2:33][C:34]1[CH:39]=[CH:38][CH:37]=[CH:36][CH:35]=1)=[O:31])=[O:22])(=[O:17])[CH2:2][CH2:3][CH2:4][CH2:5][CH2:6][CH2:7][CH2:8][CH2:9][CH2:10][CH2:11][CH2:12][CH2:13][CH2:14][CH2:15][CH3:16].[NH2:58][C@H:59]([C:63]([OH:65])=[O:64])[C@@H:60]([CH3:62])[OH:61]>>[C:1]([O:18][CH:19]([CH2:43][CH2:44][CH2:45][CH2:46][CH2:47][CH2:48][CH2:49][CH2:50][CH2:51][CH2:52][CH2:53][CH2:54][CH2:55][CH2:56][CH3:57])[CH2:20][C:21]([NH:23][C@H:24]([C:40]([NH:58][C@H:59]([C:63]([OH:65])=[O:64])[C@@H:60]([CH3:62])[OH:61])=[O:41])[CH2:25][CH2:26][CH2:27][CH2:28][NH:29][C:30]([O:32][CH2:33][C:34]1[CH:39]=[CH:38][CH:37]=[CH:36][CH:35]=1)=[O:31])=[O:22])(=[O:17])[CH2:2][CH2:3][CH2:4][CH2:5][CH2:6][CH2:7][CH2:8][CH2:9][CH2:10][CH2:11][CH2:12][CH2:13][CH2:14][CH2:15][CH3:16]. Reported procedure: Starting from Nα -(3-hexadecanoyloxyoctadecanoyl)-Nε -benzyloxycarbonyl-L-lysine (2.68 g) prepared by the method of Example 20 (1), and L-threonine (0.95 g), N-[Nα -(3-hexadecanoyloxyoctadecanoyl)-Nε -benzyloxycarbonyl-L-lysyl]-L-threonine (2.4 g) was obtained as crystals according to a similar manner to that of Example 32.